This data is from the Open Reaction Database (ORD), a public repository of structured organic reaction records. The task is: describe an organic reaction: reactants, conditions, products, and yield Reactants: C(\C=C/C(=O)O)(=O)O (maleic acid), C(C)C(C=O)=C (2-ethyl-2-propenal), NC(=CC(=O)OCC)C(=O)OCC (ethyl β-amino-β-ethoxycarbonylacrylate). The solvent is C(C)(C)O (Isopropyl alcohol). Run at temperature 70 celsius. The product is C(C)C=1C=C(C(=NC1)C(=O)OCC)C(=O)OCC (5-ethyl-2,3-diethoxycarbonylpyridine). Isolated yield 37.3%. RXN SMILES: C(O)(=O)/C=C\C(O)=O.[CH2:9]([C:11](=[CH2:14])[CH:12]=O)[CH3:10].[NH2:15][C:16]([C:23]([O:25][CH2:26][CH3:27])=[O:24])=[CH:17][C:18]([O:20][CH2:21][CH3:22])=[O:19]>C(O)(C)C>[CH2:9]([C:11]1[CH:12]=[C:17]([C:18]([O:20][CH2:21][CH3:22])=[O:19])[C:16]([C:23]([O:25][CH2:26][CH3:27])=[O:24])=[N:15][CH:14]=1)[CH3:10]. Procedure: Isopropyl alcohol 150 ml and maleic acid 30.7 g (0 264 mol) were placed in 200 ml four-neck flask equipped with a reflux condenser. After heating the content to 70° C., a mixture of 22.2 g (0.264 mol) of 2-ethyl-2-propenal and 32.9 g (0.176 mol) of ethyl β-amino-β-ethoxycarbonylacrylate were added dropwise thereto with air-bubbling and refluxed for 10 hours. After removal of isopropyl alcohol, 100 ml of water was added thereto and the reaction mixture was neutralized with sodium carbonate. Oil l...